Task: describe an organic reaction: reactants, conditions, products, and yield. Dataset: the Open Reaction Database (ORD), a public repository of structured organic reaction records Starting materials: O(C1=CC=CC=C1)C1=CC=C(OCC(C)O)C=C1 (1-(4-phenoxyphenoxy)-2-propanol), ClC1=NC=CC=C1 (2-chloropyridine). Yields the product CC(COC1=CC=C(C=C1)OC1=CC=CC=C1)OC1=NC=CC=C1 (2-[1-methyl-2-(4-phenoxyphenoxy)ethoxy]pyridine). RXN SMILES: [O:1]([C:8]1[CH:18]=[CH:17][C:11]([O:12][CH2:13][CH:14]([OH:16])[CH3:15])=[CH:10][CH:9]=1)[C:2]1[CH:7]=[CH:6][CH:5]=[CH:4][CH:3]=1.Cl[C:20]1[CH:25]=[CH:24][CH:23]=[CH:22][N:21]=1>>[CH3:15][CH:14]([O:16][C:20]1[CH:25]=[CH:24][CH:23]=[CH:22][N:21]=1)[CH2:13][O:12][C:11]1[CH:17]=[CH:18][C:8]([O:1][C:2]2[CH:3]=[CH:4][CH:5]=[CH:6][CH:7]=2)=[CH:9][CH:10]=1. Procedure details: The resulting oily substance containing 1-(4-phenoxyphenoxy)-2-propanol is reacted with 2-chloropyridine in the same manner as described in Example 9 to give 2-[1-methyl-2-(4-phenoxyphenoxy)ethoxy]pyridine. Starting materials: O=c1cc(O)c2cccnc2n1Cc1ccccc1, O=P(Cl)(Cl)Cl. The product is O=c1cc(Cl)c2cccnc2n1Cc1ccccc1. Reaction SMILES: [CH2:1]([c:2]1[cH:3][cH:4][cH:5][cH:6][cH:7]1)[n:8]1[c:9](=[O:19])[cH:10][c:11]([OH:18])[c:12]2[cH:13][cH:14][cH:15][n:16][c:17]12.[P:20]([Cl:21])([Cl:22])([Cl:23])=[O:24]>>[CH2:1]([c:2]1[cH:3][cH:4][cH:5][cH:6][cH:7]1)[n:8]1[c:9](=[O:19])[cH:10][c:11]([Cl:22])[c:12]2[cH:13][cH:14][cH:15][n:16][c:17]12. The reactants are C(C1=CC=CC=C1)(=O)Cl (benzoyl chloride), CC1=CC(N2CCOC=3C2=C1C=C(C3)C(C(F)(F)F)(C(F)(F)F)O)=O (2,3-dihydro-7-methyl-9-[2,2,2-trifluoro-1-hydroxy-1-(trifluoromethyl)ethyl]-5H-pyrido[1,2,3-de]-1,4-benzoxazin-5-one), ice. The solvent is N1=CC=CC=C1 (pyridine). The product is C(C1=CC=CC=C1)(=O)O.CC1=CC(N2CCOC=3C2=C1C=C(C3)C(C(F)(F)F)(C(F)(F)F)O)=O (2,3-dihydro-7-methyl-9-[2,2,2-trifluoro-1-hydroxy-1-(trifluoromethyl)-ethyl]-5H-pyrido[1,2,3-de]-1,4-benzoxazin-5-one benzoate). RXN SMILES: [CH3:1][C:2]1[C:11]2[CH:12]=[C:13]([C:15]([OH:24])([C:20]([F:23])([F:22])[F:21])[C:16]([F:19])([F:18])[F:17])[CH:14]=[C:9]3[C:10]=2[N:5]([CH2:6][CH2:7][O:8]3)[C:4](=[O:25])[CH:3]=1.C(Cl)(=[O:33])C1C=CC=CC=1>N1C=CC=CC=1>[C:15]([OH:24])(=[O:33])[C:13]1[CH:14]=[CH:9][CH:10]=[CH:11][CH:12]=1.[CH3:1][C:2]1[C:11]2[CH:12]=[C:13]([C:15]([OH:24])([C:16]([F:19])([F:18])[F:17])[C:20]([F:21])([F:22])[F:23])[CH:14]=[C:9]3[C:10]=2[N:5]([CH2:6][CH2:7][O:8]3)[C:4](=[O:25])[CH:3]=1 |f:3.4|. Procedure: To a suspension of 2,3-dihydro-7-methyl-9-[2,2,2-trifluoro-1-hydroxy-1-(trifluoromethyl)ethyl]-5H-pyrido[1,2,3-de]-1,4-benzoxazin-5-one in pyridine is added benzoyl chloride. The suspension is stirred and heated at reflux until homogenous. The solution is added to ice cold 2 N hydrochloric acid. The resultant mixture is extracted with ether; the etheral solution is dried with anhydrous magnesium sulfate, filtered and evaporated at reduced pressure to give 2,3-dihydro-7-methyl-9-[2,2,2-trifluoro-... Starting materials: O=C([O-])[O-], CNCC#N, Cl, O=S(=O)(Cl)Cc1cccc(C(F)(F)F)c1, [K+], [K+], O. Yields the product CN(CC#N)S(=O)(=O)Cc1cccc(C(F)(F)F)c1. As a reaction SMILES: [C:22](=[O:23])([O-:24])[O-:25].[CH3:17][NH:18][CH2:19][C:20]#[N:21].[ClH:16].[F:1][C:2]([c:3]1[cH:4][c:5]([CH2:6][S:7](=[O:8])(=[O:9])[Cl:10])[cH:11][cH:12][cH:13]1)([F:14])[F:15].[K+:26].[K+:27].[OH2:28]>>[F:1][C:2]([c:3]1[cH:4][c:5]([CH2:6][S:7](=[O:8])(=[O:9])[N:18]([CH3:17])[CH2:19][C:20]#[N:21])[cH:11][cH:12][cH:13]1)([F:14])[F:15]. The reactants are BrC=1C=C(C=NC1)CNS(=O)(=O)C (N-(5-Bromo-pyridin-3-ylmethyl)-methanesulfonamide), CN1C(=CC2=CC=CC=C12)B(O)O (N-methyl-indoleboronic acid). Yields the product CN1C(=CC2=CC=CC=C12)C=1C=C(C=NC1)CNS(=O)(=O)C (N-[5-(1-methyl-1H-indol-2-yl)-pyridin-3-ylmethyl]-methanesulfonamide). RXN SMILES: Br[C:2]1[CH:3]=[C:4]([CH2:8][NH:9][S:10]([CH3:13])(=[O:12])=[O:11])[CH:5]=[N:6][CH:7]=1.[CH3:14][N:15]1[C:23]2[C:18](=[CH:19][CH:20]=[CH:21][CH:22]=2)[CH:17]=[C:16]1B(O)O>>[CH3:14][N:15]1[C:23]2[C:18](=[CH:19][CH:20]=[CH:21][CH:22]=2)[CH:17]=[C:16]1[C:2]1[CH:3]=[C:4]([CH2:8][NH:9][S:10]([CH3:13])(=[O:12])=[O:11])[CH:5]=[N:6][CH:7]=1. Reported procedure: N-(5-Bromo-pyridin-3-ylmethyl)-methanesulfonamide and N-methyl-indoleboronic acid are processed according to the method described in Example 100 to give N-[5-(1-methyl-1H-indol-2-yl)-pyridin-3-ylmethyl]-methanesulfonamide. 1H NMR (400 MHz, MeOD) δ ppm 3.03 (s, 3H), 3.82 (s, 3H), 4.45 (s, 2H), 6.70 (s, 1H), 7.13 (t, J=7.5 Hz, 1 H), 7.23-7.31 (m, 1H), 7.48 (d, J=8.1 Hz, 1H), 7.63 (d, J=7.8 Hz, 1H), 8.10 (t, J=2.0 Hz, 1H), 8.62 (d, J=2.0 Hz, 1H), 8.72 (d, J=2.0 Hz, 1H). HRMS (ESI) m/z 316.1108 [(M+... The reactants are COC1=CC=C(C(C(=O)N)=C1)O (5-Methoxysalicylamide), ICC (iodoethane), ice water. Run in [Na] (sodium), C(C)O (ethanol). Yields the product C(C)OC1=C(C(=O)N)C=C(C=C1)OC (2-ethoxy-5-methoxybenzamide). Yield: 70.7%. As a reaction SMILES: [CH3:1][O:2][C:3]1[CH:11]=[C:7]([C:8]([NH2:10])=[O:9])[C:6]([OH:12])=[CH:5][CH:4]=1.I[CH2:14][CH3:15]>[Na].C(O)C>[CH2:14]([O:12][C:6]1[CH:5]=[CH:4][C:3]([O:2][CH3:1])=[CH:11][C:7]=1[C:8]([NH2:10])=[O:9])[CH3:15] |^1:15|. Procedure: 5-Methoxysalicylamide (41.8 g., 0.250 mole) was dissolved in a solution of sodium (6.37 g., 0.277 g-atom) in ethanol (250 ml.). To the resulting cooled (ice-water) solution was added iodoethane (38.9 g., 0.250 mole) over a period of 20 minutes. The reaction mixture was allowed to warm to room temperature over 0.75 hour and then was heated under reflux for 19 hours. The mixture was concentrated and the residue triturated with water. The mixture was filtered and collected solid recrystallized from... The solvent is C(C)O (ethanol). Product: C1(CCCC1)[C@@H](C(=O)N1[C@H](C(=O)OCC)C[C@H](C1)OC1=NC=CC2=CC=C(C=C12)C=C)NC(=O)OCC(CC=C)(C)C (Ethyl(4R)-1-[(2S)-2-cyclopentyl-2-({[(2,2-dimethylpent-4-en-1-yl)oxy]carbonyl}amino)acetyl]-4-[(7-vinylisoquinolin-1-yl)oxy]-L-prolinate). As a reaction SMILES: Br[C:2]1[CH:11]=[C:10]2[C:5]([CH:6]=[CH:7][N:8]=[C:9]2[O:12][C@H:13]2[CH2:17][N:16]([C:18](=[O:36])[C@H:19]([CH:31]3[CH2:35][CH2:34][CH2:33][CH2:32]3)[NH:20][C:21]([O:23][CH2:24][C:25]([CH3:30])([CH3:29])[CH2:26][CH:27]=[CH2:28])=[O:22])[C@H:15]([C:37]([O:39][CH2:40][CH3:41])=[O:38])[CH2:14]2)=[CH:4][CH:3]=1.[CH:42]([B-](F)(F)F)=[CH2:43].[K+]>C(O)C.C1C=CC(P(C2C=CC=CC=2)[C-]2C=CC=C2)=CC=1.C1C=CC(P(C2C=CC=CC=2)[C-]2C=CC=C2)=CC=1.Cl[Pd]Cl.[Fe+2].C(Cl)Cl>[CH:31]1([C@H:19]([NH:20][C:21]([O:23][CH2:24][C:25]([CH3:29])([CH3:30])[CH2:26][CH:27]=[CH2:28])=[O:22])[C:18]([N:16]2[CH2:17][C@H:13]([O:12][C:9]3[C:10]4[C:5](=[CH:4][CH:3]=[C:2]([CH:42]=[CH2:43])[CH:11]=4)[CH:6]=[CH:7][N:8]=3)[CH2:14][C@H:15]2[C:37]([O:39][CH2:40][CH3:41])=[O:38])=[O:36])[CH2:35][CH2:34][CH2:33][CH2:32]1 |f:1.2,4.5.6.7.8|. Reaction conditions: time 15 hour. The reactants are BrC1=CC=C2C=CN=C(C2=C1)O[C@@H]1C[C@H](N(C1)C([C@@H](NC(=O)OCC(CC=C)(C)C)C1CCCC1)=O)C(=O)OCC (Ethyl(4R)-4-[(7-bromoisoquinolin-1-yl)oxy]-1-[(2S)-2-cyclopentyl-2-({[(2,2-dimethylpent-4-en-1-yl)oxy]carbonyl}amino)acetyl]-L-prolinate), C(=C)[B-](F)(F)F.[K+] (Potassium vinyltrifluoroborate). Reported procedure: Ethyl(4R)-4-[(7-bromoisoquinolin-1-yl)oxy]-1-[(2S)-2-cyclopentyl-2-({[(2,2-dimethylpent-4-en-1-yl)oxy]carbonyl}amino)acetyl]-L-prolinate (526 mg, 0.83 mmol) was dissolved in ethanol (10 mL) and nitrogen was bubbled through for 15 min. Potassium vinyltrifluoroborate (168 mg, 1.25 mmol) and dichloro[1,1′-bis(diphenylphosphino)ferrocene]palladium(II) DCM adduct (34 mg, 0.04 mmol) were added and the reaction mixture heated to reflux under nitrogen. After 15 h, the reaction was complete and the volat... Reagents/catalysts: C1=CC=C(C=C1)P([C-]2C=CC=C2)C3=CC=CC=C3.C1=CC=C(C=C1)P([C-]2C=CC=C2)C3=CC=CC=C3.Cl[Pd]Cl.[Fe+2].C(Cl)Cl (dichloro[1,1′-bis(diphenylphosphino)ferrocene]palladium(II) DCM).